From a dataset of the Open Reaction Database (ORD), a public repository of structured organic reaction records. describe an organic reaction: reactants, conditions, products, and yield Starting materials: ClC1=C(C=C(CNC(=O)C2(CC2)C(F)(F)F)C=C1)[N+](=O)[O-] (N-(4-chloro-3-nitro-benzyl)-1-trifluoromethyl-cyclopropanecarboxamide). The reagents and catalysts are [Ni] (Ra—Ni). Run in CCOC(=O)C (EtOAc). Product: ClC1=C(C=C(CNC(=O)C2(CC2)C(F)(F)F)C=C1)N (N-(4-Chloro-3-amino-benzyl)-1-trifluoromethyl-cyclopropanecarboxamide). RXN SMILES: [Cl:1][C:2]1[CH:18]=[CH:17][C:5]([CH2:6][NH:7][C:8]([C:10]2([C:13]([F:16])([F:15])[F:14])[CH2:12][CH2:11]2)=[O:9])=[CH:4][C:3]=1[N+:19]([O-])=O>[Ni].CCOC(C)=O>[Cl:1][C:2]1[CH:18]=[CH:17][C:5]([CH2:6][NH:7][C:8]([C:10]2([C:13]([F:15])([F:16])[F:14])[CH2:12][CH2:11]2)=[O:9])=[CH:4][C:3]=1[NH2:19]. Reported procedure: A mixture of N-(4-chloro-3-nitro-benzyl)-1-trifluoromethyl-cyclopropanecarboxamide (340 mg, 1.1 mmol), EtOAc (10 mL) and Ra—Ni (30 mg) was stirred at rt under a hydrogen atmosphere (3 bar). The catalyst was removed by filtration and the filtrate was concentrated to give the sub-title compound. Reactants: C([O-])([O-])=O.[K+].[K+] (potassium carbonate), CI (methyl iodide), ClC1=C(C=CC=C1)C1=NCC(NC2=C1C=C(C=C2)[N+](=O)[O-])=O (5-(o-chlorophenyl)-1,3-dihydro-7-nitro-2H-1,4-benzodiazepin-2-one). Solvent: CC(=O)C (acetone). Run at time 16 hour. The product is ClC1=C(C=CC=C1)C1=NCC(N(C2=C1C=C(C=C2)[N+](=O)[O-])C)=O (5-(o-chlorophenyl)-1,3-dihydro-1-methyl-7-nitro-2H-1,4-benzodiazepin-2-one). RXN SMILES: [C:1](=[O:4])([O-])[O-].[K+].[K+].CI.[Cl:9][C:10]1[CH:15]=[CH:14][CH:13]=[CH:12][C:11]=1[C:16]1[C:22]2[CH:23]=[C:24]([N+:27]([O-:29])=[O:28])[CH:25]=[CH:26][C:21]=2[NH:20][C:19](=O)[CH2:18][N:17]=1>CC(C)=O>[Cl:9][C:10]1[CH:15]=[CH:14][CH:13]=[CH:12][C:11]=1[C:16]1[C:22]2[CH:23]=[C:24]([N+:27]([O-:29])=[O:28])[CH:25]=[CH:26][C:21]=2[N:20]([CH3:19])[C:1](=[O:4])[CH2:18][N:17]=1 |f:0.1.2|. Reported procedure: 42.4 g of potassium carbonate and 18.5 ml of methyl iodide are added to a solution of 50 g (0.158 mol) of 5-(o-chlorophenyl)-1,3-dihydro-7-nitro-2H-1,4-benzodiazepin-2-one in 600 ml of acetone and the mixture is stirred at room temperature for 16 hours. After filtering-off insoluble material, the filtrate is evaporated and the residue is taken up in methylene chloride. The organic phase is washed once with water, dried and evaporated, there being obtained 5-(o-chlorophenyl)-1,3-dihydro-1-methyl-... The product is C12C(C3CC(CC(C1)C3)C2)OC2=CC(=C(C(=O)NS(=O)(=O)C)C=C2Cl)F (4-(adamantan-2-yloxy)-5-chloro-2-fluoro-N-(methylsulfonyl)benzamide), solid. Reported procedure: Following the procedure as described in Example 1 and making variations as required to replace 2-cyclopropylethanol with adamantan-2-ol and 2,4,5-trifluoro-N-(methylsulfonyl)benzamide with 5-chloro-2,4-difluoro-N-(methylsulfonyl)benzamide, the title compound was obtained as a colorless solid (0.055 g, 4%): 1H NMR (300 MHz, DMSO-d6) δ 12.07 (s, 1H), 7.78 (d, J=7.5 Hz, 1H), 7.33 (d, J=12.6 Hz, 1H), 4.82 (br s, 1H), 3.34 (s, 3H), 2.08-2.03 (m, 4H), 1.84 (br s, 6H), 1.71 (br s, 2H), 1.55-1.51 (m, 2H... Yield: 4.0%. Reactants: FC1=C(C(=O)NS(=O)(=O)C)C=C(C(=C1)F)F (2,4,5-trifluoro-N-(methylsulfonyl)benzamide), ClC=1C(=CC(=C(C(=O)NS(=O)(=O)C)C1)F)F (5-chloro-2,4-difluoro-N-(methylsulfonyl)benzamide), C1(CC1)CCO (2-cyclopropylethanol), C12C(C3CC(CC(C1)C3)C2)O (adamantan-2-ol). As a reaction SMILES: C1(CCO)CC1.[CH:7]12[CH2:16][CH:11]3[CH2:12][CH:13]([CH2:15][CH:9]([CH2:10]3)[CH:8]1[OH:17])[CH2:14]2.FC1C=C(F)C(F)=CC=1C(NS(C)(=O)=O)=O.[Cl:34][C:35]1[C:36](F)=[CH:37][C:38]([F:48])=[C:39]([CH:47]=1)[C:40]([NH:42][S:43]([CH3:46])(=[O:45])=[O:44])=[O:41]>>[CH:7]12[CH2:16][CH:11]3[CH2:12][CH:13]([CH2:15][CH:9]([CH2:10]3)[CH:8]1[O:17][C:36]1[C:35]([Cl:34])=[CH:47][C:39]([C:40]([NH:42][S:43]([CH3:46])(=[O:45])=[O:44])=[O:41])=[C:38]([F:48])[CH:37]=1)[CH2:14]2. Reactants: BrC1=CC(=C(C=C1)O)Cl (4-bromo-2-chlorophenol), C22H25ClN2O, IC1=CC=C(C=C1)O (4-iodophenol), CC=1NC2=CC=CC=C2C1 (2-methylindole). Yields the product ClC=1C=C(C=CC1OCCCN1CCCC1)N1C(=CC2=CC=CC=C12)C (1-[3-Chloro-4-(3-pyrrolidin-1-ylpropoxy)phenyl]-2-methyl-1H-indole). Reaction SMILES: Br[C:2]1[CH:7]=[CH:6][C:5]([OH:8])=[C:4]([Cl:9])[CH:3]=1.I[C:11]1[CH:16]=[CH:15][C:14](O)=CC=1.[CH3:18][C:19]1[NH:20][C:21]2[C:26]([CH:27]=1)=[CH:25][CH:24]=[CH:23][CH:22]=2>>[Cl:9][C:4]1[CH:3]=[C:2]([N:20]2[C:21]3[C:26](=[CH:25][CH:24]=[CH:23][CH:22]=3)[CH:27]=[C:19]2[CH3:18])[CH:7]=[CH:6][C:5]=1[O:8][CH2:26][CH2:27][CH2:19][N:20]1[CH2:14][CH2:15][CH2:16][CH2:11]1. Reported procedure: 1-[3-Chloro-4-(3-pyrrolidin-1-ylpropoxy)phenyl]-2-methyl-1H-indole was synthesized by a method analogous to that used for Example 4, using 4-bromo-2-chlorophenol in the first step rather than 4-iodophenol and 2-methylindole in the final step. LC-MS (C22H25ClN2O calc'd 368) m/z 369, 371 (M+H); 1H NMR (300 MHz, CDCl3) δ 7.58-7.54 (m, 1H), 7.37 (d, J=2.4 Hz, 1H), 7.20 (dd, J=8.7 Hz, 2.7 Hz, 1H), 7.11-7.02 (m, 4H), 6.38 (s, 1H), 4.19 (t, J=6.3 Hz, 2H), 2.88 (t, J=7.2 Hz, 2H), 2.77 (m, 4H), 2.24-2.15... The reactants are NC1=C(C=CC=2N=C(SC21)Cl)Cl (7-amino-2,6-dichlorobenzothiazole), ice water, [Cl-].[Li+] (lithium chloride), ClN1C(CCC1=O)=O (N-chlorosuccinimide). Solvent: CN(C=O)C (N,N-dimethylformamide). Run at time 20 minute. Yields the product NC1=C(C=C(C=2N=C(SC21)Cl)Cl)Cl (7-amino-2,4,6-trichlorobenzothiazole). The yield is 64.3%. RXN SMILES: [NH2:1][C:2]1[C:10]2[S:9][C:8]([Cl:11])=[N:7][C:6]=2[CH:5]=[CH:4][C:3]=1[Cl:12].[Cl:13]N1C(=O)CCC1=O.[Cl-].[Li+]>CN(C)C=O>[NH2:1][C:2]1[C:10]2[S:9][C:8]([Cl:11])=[N:7][C:6]=2[C:5]([Cl:13])=[CH:4][C:3]=1[Cl:12] |f:2.3|. Reported procedure: Under a nitrogen atmosphere a solution of 6.0 grams (27 mmole) of 7-amino-2,6-dichlorobenzothiazole in 75 mL of N,N-dimethylformamide was stirred and cooled in an ice bath. To this was then added 4.3 grams (32 mmole) of N-chlorosuccinimide. Upon completion of the addition the reaction mixture was stirred for 20 minutes and then warmed to ambient temperature and stirred for an additional 18 hours. After this time the reaction mixture was poured into 250 mL of ice-water, and about 15 grams of lith... Reaction conditions: time 20 hour. Reported procedure: A mixture of 9.60 g of 7-nicotinoylheptanoic acid and 7.34 g of 4-chlorophenylhydrazine in 100 ml of ethanol is stirred and refluxed under nitrogen overnight. The reaction mixture is concentrated in vacuo to give a gum, which is suspended in 100 ml of ethanol, treated with 40 ml of 6N ethanolic hydrogen chloride, and refluxed under nitrogen for 22 hours. The suspension is cooled and an additional 50 ml of 6N ethanolic hydrogen chloride is added. Refluxing is resumed and continued for about 20 ho... Yields the product Cl.ClC=1C=C2C(=C(NC2=CC1)C=1C=NC=CC1)CCCCCC(=O)OCC (5-chloro-3-[5-(ethoxycarbonyl)pentyl]-2-(3-pyridyl)indole hydrochloride). Reactants: Cl (hydrogen chloride), Cl (hydrogen chloride), C(C1=CN=CC=C1)(=O)CCCCCCC(=O)O (7-nicotinoylheptanoic acid), ClC1=CC=C(C=C1)NN (4-chlorophenylhydrazine), C(C)O (ethanol), C(C)O (ethanol). As a reaction SMILES: [C:1]([CH2:9][CH2:10][CH2:11][CH2:12][CH2:13][CH2:14][C:15]([OH:17])=[O:16])(=O)[C:2]1[CH:7]=[CH:6][CH:5]=[N:4][CH:3]=1.[Cl:18][C:19]1[CH:24]=[CH:23][C:22]([NH:25]N)=[CH:21][CH:20]=1.Cl.[CH2:28](O)[CH3:29]>>[ClH:18].[Cl:18][C:19]1[CH:24]=[C:23]2[C:22](=[CH:21][CH:20]=1)[NH:25][C:1]([C:2]1[CH:3]=[N:4][CH:5]=[CH:6][CH:7]=1)=[C:9]2[CH2:10][CH2:11][CH2:12][CH2:13][CH2:14][C:15]([O:17][CH2:28][CH3:29])=[O:16] |f:4.5|.